From a dataset of the Open Reaction Database (ORD), a public repository of structured organic reaction records. describe an organic reaction: reactants, conditions, products, and yield The reactants are NC1=C2N=C(N(C2=NC(=N1)OCCOC)CC1=CC=C(C=C1)F)OC (6-Amino-9-(4-fluorobenzyl)-8-methoxy-2-(2-methoxyethoxy)purine). The solvent is Cl (hydrochloric acid). The product is NC1=C2N=C(N(C2=NC(=N1)OCCOC)CC1=CC=C(C=C1)F)O (6-Amino-9-(4-fluorobenzyl)-8-hydroxy-2-(2-methoxyethoxy)purine). Isolated yield 77.1%. RXN SMILES: [NH2:1][C:2]1[N:10]=[C:9]([O:11][CH2:12][CH2:13][O:14][CH3:15])[N:8]=[C:7]2[C:3]=1[N:4]=[C:5]([O:24]C)[N:6]2[CH2:16][C:17]1[CH:22]=[CH:21][C:20]([F:23])=[CH:19][CH:18]=1>Cl>[NH2:1][C:2]1[N:10]=[C:9]([O:11][CH2:12][CH2:13][O:14][CH3:15])[N:8]=[C:7]2[C:3]=1[N:4]=[C:5]([OH:24])[N:6]2[CH2:16][C:17]1[CH:22]=[CH:21][C:20]([F:23])=[CH:19][CH:18]=1. Reported procedure: 6-Amino-9-(4-fluorobenzyl)-8-methoxy-2-(2-methoxyethoxy)purine (49 mg, 0.14 mmol) in concentrated hydrochloric acid (20 ml) was stirred for 12 hours. The reaction mixture was evaporated in vacuo to dryness and then 28% aqueous ammonia was added thereto. The resulting crystals were filtered to give the subject compound (36 mg, yield 77%). The reactants are NC1=CC(=C(C2=CC=CC=C12)OC(C1=CC=CC=C1)=O)C(=O)N(CCCCCCCCCCCCCCCCCC)CCCCCCCCCCCCCCCCCC (4-amino-1-benzoyloxy-N,N-dioctadecyl-2-naphthamide), N1=CC=CC=C1 (pyridine), ClS(=O)(=O)C=1C=C(C=CC1)C(C)=O (m-chlorosulfonylacetophenone). The solvent is C1CCOC1 (THF). Reaction conditions: time 8 hour. Yields the product C(C)(=O)C=1C=C(C=CC1)S(=O)(=O)NC=1C(=C(C2=CC=CC=C2C1)OC(C1=CC=CC=C1)=O)C(=O)N(CCCCCCCCCCCCCCCCCC)CCCCCCCCCCCCCCCCCC (3-Acetylbenzenesulfonamido-1-benzoyloxy-N,N-dioctadecyl-2-naphthamide). Isolated yield 58.0%. As a reaction SMILES: N[C:2]1[C:11]2[C:6](=[CH:7][CH:8]=[CH:9][CH:10]=2)[C:5]([O:12][C:13](=[O:20])[C:14]2[CH:19]=[CH:18][CH:17]=[CH:16][CH:15]=2)=[C:4]([C:21]([N:23]([CH2:42][CH2:43][CH2:44][CH2:45][CH2:46][CH2:47][CH2:48][CH2:49][CH2:50][CH2:51][CH2:52][CH2:53][CH2:54][CH2:55][CH2:56][CH2:57][CH2:58][CH3:59])[CH2:24][CH2:25][CH2:26][CH2:27][CH2:28][CH2:29][CH2:30][CH2:31][CH2:32][CH2:33][CH2:34][CH2:35][CH2:36][CH2:37][CH2:38][CH2:39][CH2:40][CH3:41])=[O:22])[CH:3]=1.[N:60]1C=CC=CC=1.Cl[S:67]([C:70]1[CH:71]=[C:72]([C:76](=[O:78])[CH3:77])[CH:73]=[CH:74][CH:75]=1)(=[O:69])=[O:68]>C1COCC1>[C:76]([C:72]1[CH:71]=[C:70]([S:67]([NH:60][C:3]2[C:4]([C:21]([N:23]([CH2:42][CH2:43][CH2:44][CH2:45][CH2:46][CH2:47][CH2:48][CH2:49][CH2:50][CH2:51][CH2:52][CH2:53][CH2:54][CH2:55][CH2:56][CH2:57][CH2:58][CH3:59])[CH2:24][CH2:25][CH2:26][CH2:27][CH2:28][CH2:29][CH2:30][CH2:31][CH2:32][CH2:33][CH2:34][CH2:35][CH2:36][CH2:37][CH2:38][CH2:39][CH2:40][CH3:41])=[O:22])=[C:5]([O:12][C:13](=[O:20])[C:14]3[CH:15]=[CH:16][CH:17]=[CH:18][CH:19]=3)[C:6]3[C:7]([CH:2]=2)=[CH:8][CH:9]=[CH:10][CH:11]=3)(=[O:69])=[O:68])[CH:75]=[CH:74][CH:73]=1)(=[O:78])[CH3:77]. Procedure details: A solution of 4-amino-1-benzoyloxy-N,N-dioctadecyl-2-naphthamide (15.7 mmol), and 2 ml of pyridine in 110 ml of THF was cooled to 0° to 5° C. and 3.42 g of m-chlorosulfonylacetophenone was added all at once. The solution was allowed to warm to room temperature and stirred overnight. The THF was removed under reducing pressure and the resulting solid was reslurried in water, dried and then recrystallized from heptane to give 9.32 g (58 percent) of a tan solid, melting point 91° to 93° C. As a reaction SMILES: [CH3:40][S:41]([CH3:42])=[O:43].[Cl:1][c:2]1[c:3]([CH2:4][NH2:5])[cH:6][c:7]([Cl:10])[cH:8][cH:9]1.[cH:11]1[n:12][cH:13][cH:14][c:15]2[c:16]([CH:21]([C:22](=[O:23])[OH:24])[CH3:25])[cH:17][cH:18][cH:19][c:20]12.[cH:26]1[c:27]2[c:28]([c:29]([CH2:30][C:31]([OH:32])=[O:33])[cH:34][cH:35][cH:36]2)[cH:37][cH:38][n:39]1>>[Cl:1][c:2]1[c:3]([CH2:4][NH:5][C:22]([CH:21]([c:16]2[c:15]3[cH:14][cH:13][n:12][cH:11][c:20]3[cH:19][cH:18][cH:17]2)[CH3:25])=[O:23])[cH:6][c:7]([Cl:10])[cH:8][cH:9]1. Yields the product CC(C(=O)NCc1cc(Cl)ccc1Cl)c1cccc2cnccc12. Reactants: CS(C)=O, NCc1cc(Cl)ccc1Cl, CC(C(=O)O)c1cccc2cnccc12, O=C(O)Cc1cccc2cnccc12. Reactants: ClC1=C(CN2C3=C(NCC2)N=CC(=C3)I)C=C(C=C1)Cl (1-(2,5-Dichlorobenzyl)-7-iodo-1,2,3,4-tetrahydropyrido[2,3-b]pyrazine), CN1CCN(CC1)C1=NC=C(C=C1)B1OC(C(O1)(C)C)(C)C (1-methyl-4-[5-(4,4,5,5-tetramethyl-[1,3,2]dioxaborolan-2-yl)pyridin-2-yl]piperazine). Yields the product ClC1=C(CN2C3=C(NCC2)N=CC(=C3)C=3C=NC(=CC3)N3CCN(CC3)C)C=C(C=C1)Cl (1-(2,5-Dichlorobenzyl)-7-[6-(4-methylpiperazin-1-yl)pyridin-3-yl]-1,2,3,4-tetrahydropyrido[2,3-b]pyrazine). The yield is 50.0%. As a reaction SMILES: [Cl:1][C:2]1[CH:19]=[CH:18][C:17]([Cl:20])=[CH:16][C:3]=1[CH2:4][N:5]1[CH2:10][CH2:9][NH:8][C:7]2[N:11]=[CH:12][C:13](I)=[CH:14][C:6]1=2.[CH3:21][N:22]1[CH2:27][CH2:26][N:25]([C:28]2[CH:33]=[CH:32][C:31](B3OC(C)(C)C(C)(C)O3)=[CH:30][N:29]=2)[CH2:24][CH2:23]1>>[Cl:1][C:2]1[CH:19]=[CH:18][C:17]([Cl:20])=[CH:16][C:3]=1[CH2:4][N:5]1[CH2:10][CH2:9][NH:8][C:7]2[N:11]=[CH:12][C:13]([C:31]3[CH:30]=[N:29][C:28]([N:25]4[CH2:24][CH2:23][N:22]([CH3:21])[CH2:27][CH2:26]4)=[CH:33][CH:32]=3)=[CH:14][C:6]1=2. Procedure details: 1-(2,5-Dichlorobenzyl)-7-iodo-1,2,3,4-tetrahydropyrido[2,3-b]pyrazine (94 mg) was coupled to 1-methyl-4-[5-(4,4,5,5-tetramethyl-[1,3,2]dioxaborolan-2-yl)pyridin-2-yl]piperazine as in General Procedure 4B to give the title compound as a brown solid (50% yield). LCMS: m/z=468.97 (M+H+), 1H-NMR (CDCl3, 400 MHz) δ 2.33 (3H, s), 2.51 (4H, t, J=5.1 Hz), 3.48 (2H, m), 3.55 (4H, t, J=5.1 Hz), 3.64 (2H, t, J=4.7 Hz), 4.46 (2H, s), 5.20 (1H, bs), 6.52 (1H, d, J=1.5 Hz), 6.65 (1H, d, J=8.8 Hz), 7.19 (1H, d... The reactants are O=C(Cl)C(=O)Cl, C1CCOC1, CSc1ccc(C=C2C(C)=C(CC(=O)O)c3cc(N(C)C)ccc32)cc1. The product is CSc1ccc(C=C2C(C)=C(CCO)c3cc(N(C)C)ccc32)cc1. Reaction SMILES: [C:27]([Cl:28])(=[O:29])[C:30]([Cl:31])=[O:32].[CH2:33]1[O:34][CH2:35][CH2:36][CH2:37]1.[CH3:1][S:2][c:3]1[cH:4][cH:5][c:6]([CH:7]=[C:8]2[C:9]([CH3:24])=[C:10]([CH2:20][C:21](=[O:22])[OH:23])[c:11]3[cH:12][c:13]([N:17]([CH3:18])[CH3:19])[cH:14][cH:15][c:16]32)[cH:25][cH:26]1>>[CH3:1][S:2][c:3]1[cH:4][cH:5][c:6]([CH:7]=[C:8]2[C:9]([CH3:24])=[C:10]([CH2:20][CH2:21][OH:22])[c:11]3[cH:12][c:13]([N:17]([CH3:18])[CH3:19])[cH:14][cH:15][c:16]32)[cH:25][cH:26]1. Starting materials: OC(C(=O)[O-])CCSC.[Ca+2].OC(C(=O)[O-])CCSC (Calcium 2-hydroxy-4-(methylthio)butyrate), C(C)(=O)Cl (acetyl chloride). Run at time 30 minute. The product is C(C)(=O)OC(C(=O)O)CCSC (2-Acetoxy-4-(methylthio)butyric acid). The yield is 192.7%. Reaction SMILES: [OH:1][CH:2]([CH2:6][CH2:7][S:8][CH3:9])[C:3]([O-:5])=[O:4].[Ca+2].[OH:11][CH:12](CCSC)[C:13]([O-])=O.C(Cl)(=O)C>>[C:12]([O:1][CH:2]([CH2:6][CH2:7][S:8][CH3:9])[C:3]([OH:5])=[O:4])(=[O:11])[CH3:13] |f:0.1.2|. Procedure details: Calcium 2-hydroxy-4-(methylthio)butyrate (33.8 g, 0.1 g-mole) and acetyl chloride (110 g) are refluxed in a 250 ml round-bottom flask for 2.5 hours. The mixture is evaporated to a syrup and treated with 150 ml acetone. The brown mixture is stirred for 30 minutes, filtered, and the filtrate evaporated to dryness to give 37 g, 96.4% of brown viscous oil which is identified by TLC and nmr.